This data is from the Open Reaction Database (ORD), a public repository of structured organic reaction records. The task is: describe an organic reaction: reactants, conditions, products, and yield Reaction conditions: time 4.25 hour. The product is C(C)(C)(C)C1=CC=C(C=C1)C1=C2CCC(C2=CC=C1)=O (4-(4-tert-Butyl-phenyl)-indan-1-one). The reagents and catalysts are C(C)(=O)[O-].[Pd+2].C(C)(=O)[O-] (Palladium(II) acetate). Reaction SMILES: Br[C:2]1[CH:10]=[CH:9][CH:8]=[C:7]2[C:3]=1[CH2:4][CH2:5][C:6]2=[O:11].[C:12]([C:16]1[CH:21]=[CH:20][C:19](B(O)O)=[CH:18][CH:17]=1)([CH3:15])([CH3:14])[CH3:13].C(=O)([O-])[O-].[Na+].[Na+].C(O)CO>O.C([O-])(=O)C.[Pd+2].C([O-])(=O)C.C(O)C.C1(C)C=CC=CC=1>[C:12]([C:16]1[CH:21]=[CH:20][C:19]([C:2]2[CH:10]=[CH:9][CH:8]=[C:7]3[C:3]=2[CH2:4][CH2:5][C:6]3=[O:11])=[CH:18][CH:17]=1)([CH3:15])([CH3:14])[CH3:13] |f:2.3.4,7.8.9|. Procedure: 22.9 g (0.109 mol) of 4-Bromo-indan-1-one, 23.18 g (0.130 mol) of 4-tert-butylphenylboronic acid, 23.0 g (0.217 mol) sodium carbonate, 67 ml water and 357 ml of ethylene glycol are placed into a round bottom flask with reflux condenser and stirrer. The flask is evacuated and refilled with argon three times to remove any oxygen. 49 mg (0.22 mmol) of Palladium(II) acetate and 1.4 ml (0.87 mmol) of a 0.6 M solution of NaTPPTS (tris-sodiumtriphenylphosphine-3,3′,3″-trisulfonate) are premixed in 2 ml... The solvent is O (water), C(C)O (ethanol), O (water), C1(=CC=CC=C1)C (toluene), O (water). Reactants: solution, NaTPPTS, crude product, BrC1=C2CCC(C2=CC=C1)=O (4-Bromo-indan-1-one), C(C)(C)(C)C1=CC=C(C=C1)B(O)O (4-tert-butylphenylboronic acid), C([O-])([O-])=O.[Na+].[Na+] (sodium carbonate), C(CO)O (ethylene glycol). Starting materials: CCOC(C)=O, CCCSc1nc(Cl)c(N=Nc2ccc(C)cc2)c(Cl)n1. Yields the product CCCSc1nc(Cl)c(N)c(Cl)n1. As a reaction SMILES: [CH3:22][CH2:23][O:24][C:25](=[O:26])[CH3:27].[Cl:1][c:2]1[n:3][c:4]([S:18][CH2:19][CH2:20][CH3:21])[n:5][c:6]([Cl:17])[c:7]1[N:8]=[N:9][c:10]1[cH:11][cH:12][c:13]([CH3:14])[cH:15][cH:16]1>>[Cl:1][c:2]1[n:3][c:4]([S:18][CH2:19][CH2:20][CH3:21])[n:5][c:6]([Cl:17])[c:7]1[NH2:8]. The reactants are COC1=CC(=C(N)C=C1OC)[N+](=O)[O-] (4,5-dimethoxy-2-nitroaniline), C(=C)C(=O)C (methyl vinyl ketone), P(O)(O)(O)=O (phosphoric acid), [As](O)(O)(O)=O (arsenic acid). Product: COC1=C2C(=CC=NC2=C(C=C1OC)[N+](=O)[O-])C (5,6-dimethoxy-4-methyl-8-nitroquinoline). Isolated yield 30.0%. As a reaction SMILES: [CH3:1][O:2][C:3]1[C:9]([O:10][CH3:11])=[CH:8][C:6]([NH2:7])=[C:5]([N+:12]([O-:14])=[O:13])[CH:4]=1.[CH:15]([C:17]([CH3:19])=O)=[CH2:16].P(=O)(O)(O)O.[As](=O)(O)(O)O>>[CH3:11][O:10][C:9]1[C:3]([O:2][CH3:1])=[CH:4][C:5]([N+:12]([O-:14])=[O:13])=[C:6]2[C:8]=1[C:17]([CH3:19])=[CH:15][CH:16]=[N:7]2. Reported procedure: Compound II was treated with commercially-available methyl vinyl ketone in the presence of phosphoric acid and arsenic acid to afford the intermediate 5,6-dimethoxy-4-methyl-8-nitroquinoline (III), a new compound, as a pure crystalline material in 30% yield. This successful reaction is novel in that the steric hindrance provided by the 2-methoxy group of 4-amino-5-nitroveratrole and by the methyl group of methyl vinyl ketone would be expected by those skilled in the art to prevent the ring-closu... The reactants are CC(C)N, CO, CNC(=O)CCC(=O)c1ccc(OCC2CO2)cc1. Yields the product CNC(=O)CCC(=O)c1ccc(OCC(O)CNC(C)C)cc1. RXN SMILES: [CH3:20][CH:21]([CH3:22])[NH2:23].[CH3:24][OH:25].[O:1]1[CH:2]([CH2:3][O:4][c:5]2[cH:6][cH:7][c:8]([C:9](=[O:10])[CH2:11][CH2:12][C:13](=[O:14])[NH:15][CH3:16])[cH:17][cH:18]2)[CH2:19]1>>[OH:1][CH:2]([CH2:3][O:4][c:5]1[cH:6][cH:7][c:8]([C:9](=[O:10])[CH2:11][CH2:12][C:13](=[O:14])[NH:15][CH3:16])[cH:17][cH:18]1)[CH2:19][NH:23][CH:21]([CH3:20])[CH3:22]. Reactants: CC(C)(C)OC(=O)NC1(c2ccc(-c3c(-c4ccccc4)oc4ccc(F)cc4c3=O)cc2)CCC1, COc1cc2c(=O)c(I)c(-c3ccccc3)oc2cc1C. Yields the product COc1cc2c(=O)c(-c3ccc(C4(NC(=O)OC(C)(C)C)CCC4)cc3)c(-c3ccccc3)oc2cc1C. RXN SMILES: [C:1]([CH3:2])([CH3:3])([CH3:4])[O:5][C:6]([NH:7][C:8]1([c:12]2[cH:13][cH:14][c:15](-[c:18]3[c:19](=[O:20])[c:21]4[c:22]([cH:23][cH:24][c:25]([F:26])[cH:27]4)[o:28][c:29]3-[c:30]3[cH:31][cH:32][cH:33][cH:34][cH:35]3)[cH:16][cH:17]2)[CH2:9][CH2:10][CH2:11]1)=[O:36].[I:37][c:38]1[c:39](-[c:52]2[cH:53][cH:54][cH:55][cH:56][cH:57]2)[o:40][c:41]2[cH:42][c:43]([CH3:51])[c:44]([O:49][CH3:50])[cH:45][c:46]2[c:47]1=[O:48]>>[C:1]([CH3:2])([CH3:3])([CH3:4])[O:5][C:6]([NH:7][C:8]1([c:12]2[cH:13][cH:14][c:15](-[c:38]3[c:39](-[c:52]4[cH:53][cH:54][cH:55][cH:56][cH:57]4)[o:40][c:41]4[cH:42][c:43]([CH3:51])[c:44]([O:49][CH3:50])[cH:45][c:46]4[c:47]3=[O:48])[cH:16][cH:17]2)[CH2:9][CH2:10][CH2:11]1)=[O:36]. The reactants are [Al+3], CC(C)(C)c1csc(-c2cc3cc(CSc4ccccc4C(=O)O)ccc3o2)n1, Cl, [H-], [H-], [H-], [H-], [Li+], C1CCOC1. Yields the product CC(C)(C)c1csc(-c2cc3cc(CSc4ccccc4CO)ccc3o2)n1. As a reaction SMILES: [Al+3:31].[C:1]([CH3:2])([CH3:3])([CH3:4])[c:5]1[n:6][c:7](-[c:10]2[o:11][c:12]3[c:13]([cH:14]2)[cH:15][c:16]([CH2:19][S:20][c:21]2[c:22]([C:27](=[O:28])[OH:29])[cH:23][cH:24][cH:25][cH:26]2)[cH:17][cH:18]3)[s:8][cH:9]1.[ClH:36].[H-:30].[H-:33].[H-:34].[H-:35].[Li+:32].[O:37]1[CH2:38][CH2:39][CH2:40][CH2:41]1>>[C:1]([CH3:2])([CH3:3])([CH3:4])[c:5]1[n:6][c:7](-[c:10]2[o:11][c:12]3[c:13]([cH:14]2)[cH:15][c:16]([CH2:19][S:20][c:21]2[c:22]([CH2:27][OH:28])[cH:23][cH:24][cH:25][cH:26]2)[cH:17][cH:18]3)[s:8][cH:9]1. Starting materials: CO, COC(=O)c1ccc2oc(C(=O)Nc3ccc(Cl)cn3)c(NC(=O)C3CCC(NC(C)C)CC3)c2c1, [Na+], C1CCOC1, [OH-]. Product: CC(C)NC1CCC(C(=O)Nc2c(C(=O)Nc3ccc(Cl)cn3)oc3ccc(C(=O)O)cc23)CC1. As a reaction SMILES: [CH3:39][OH:40].[CH:1]([CH3:2])([CH3:3])[NH:4][CH:5]1[CH2:6][CH2:7][CH:8]([C:11](=[O:12])[NH:13][c:14]2[c:15]([C:27](=[O:28])[NH:29][c:30]3[n:31][cH:32][c:33]([Cl:36])[cH:34][cH:35]3)[o:16][c:17]3[c:18]2[cH:19][c:20]([C:23](=[O:24])[O:25][CH3:26])[cH:21][cH:22]3)[CH2:9][CH2:10]1.[Na+:38].[O:41]1[CH2:42][CH2:43][CH2:44][CH2:45]1.[OH-:37]>>[CH:1]([CH3:2])([CH3:3])[NH:4][CH:5]1[CH2:6][CH2:7][CH:8]([C:11](=[O:12])[NH:13][c:14]2[c:15]([C:27](=[O:28])[NH:29][c:30]3[n:31][cH:32][c:33]([Cl:36])[cH:34][cH:35]3)[o:16][c:17]3[c:18]2[cH:19][c:20]([C:23](=[O:24])[OH:25])[cH:21][cH:22]3)[CH2:9][CH2:10]1.